Dataset: the Open Reaction Database (ORD), a public repository of structured organic reaction records. Task: describe an organic reaction: reactants, conditions, products, and yield The reactants are CC(=O)NC(=Cc1ccccc1)C(=O)O, CO. Product: CC(=O)NC(Cc1ccccc1)C(=O)O. Reaction SMILES: [C:1]([CH3:2])(=[O:3])[NH:4][C:5]([C:6](=[O:7])[OH:8])=[CH:9][c:10]1[cH:11][cH:12][cH:13][cH:14][cH:15]1.[CH3:16][OH:17]>>[C:1]([CH3:2])(=[O:3])[NH:4][CH:5]([C:6](=[O:7])[OH:8])[CH2:9][c:10]1[cH:11][cH:12][cH:13][cH:14][cH:15]1. Reactants: [N+](=O)([O-])C1=C(CO)C=CC=C1 (o-nitrobenzyl alcohol), C(=O)(Cl)Cl (phosgene). Run in C(Cl)(Cl)Cl (chloroform). Reaction conditions: temperature 65 celsius. Product: ClC(=O)OCC1=C(C=CC=C1)[N+](=O)[O-] (o-nitrobenzyl chloroformate). RXN SMILES: [N+:1]([C:4]1[CH:11]=[CH:10][CH:9]=[CH:8][C:5]=1[CH2:6][OH:7])([O-:3])=[O:2].[C:12](Cl)([Cl:14])=[O:13]>C(Cl)(Cl)Cl>[Cl:14][C:12]([O:7][CH2:6][C:5]1[CH:8]=[CH:9][CH:10]=[CH:11][C:4]=1[N+:1]([O-:3])=[O:2])=[O:13]. Procedure: 15.3 g. (0.1 mole) of o-nitrobenzyl alcohol is dissolved in 200 ml. of chloroform in a glass bomb tube. The tube is cooled in an ice bath and phosgene is introduced until 20 g. has been condensed. The tube is sealed and heated at 65° C. for 4 hours. The solvent and excess reagent are then removed by distillation and the product, o-nitrobenzyl chloroformate, is obtained as a yellow oil. RXN SMILES: [NH2:1][CH2:2][CH2:3][NH:4][C:5]1[C:6]2[N:7]([C:16](=[O:19])[NH:17][N:18]=2)[C:8]2[C:13]([N:14]=1)=[CH:12][CH:11]=[C:10]([F:15])[CH:9]=2.Cl[C:21]1[CH:26]=[CH:25][C:24]([C:27]([F:30])([F:29])[F:28])=[CH:23][N:22]=1.C(=O)([O-])[O-].[Na+].[Na+]>C(O)CCC>[F:15][C:10]1[CH:9]=[C:8]2[C:13]([N:14]=[C:5]([NH:4][CH2:3][CH2:2][NH:1][C:21]3[CH:26]=[CH:25][C:24]([C:27]([F:30])([F:29])[F:28])=[CH:23][N:22]=3)[C:6]3[N:7]2[C:16](=[O:19])[NH:17][N:18]=3)=[CH:12][CH:11]=1 |f:2.3.4|. Reactants: NCCNC=1C=2N(C3=CC(=CC=C3N1)F)C(NN2)=O (4-(2-amino-ethylamino)-8-fluoro-2H-[1,2,4]triazolo[4,3-a]quinoxalin-1-one), ClC1=NC=C(C=C1)C(F)(F)F (2-chloro-5-trifluoromethylpyridine), C([O-])([O-])=O.[Na+].[Na+] (sodium carbonate). Run in C(CCC)O (n-butanol). Yields the product FC1=CC=C2N=C(C=3N(C2=C1)C(NN3)=O)NCCNC3=NC=C(C=C3)C(F)(F)F (8-Fluoro-4-[2-(5-trifluoromethyl-pyridin-2-Ylamino)-ethylamino]-2H-[1,2,4]triazolo[4,3-a]quinoxalin-1-one). Procedure details: A solution of 259 mg of 4-(2-amino-ethylamino)-8-fluoro-2H-[1,2,4]triazolo[4,3-a]quinoxalin-1-one, 422 mg of 2-chloro-5-trifluoromethylpyridine and 411 mg of sodium carbonate in n-butanol (1 mL) was heated to reflux for 48 hrs. The reaction mixture was cooled to room temperature, filtered through diatomaceous earth, and the filtrate concentrated to give a solid residue. This was separated by silica gel chromatography to provide the title compound. MS (M+H)+=407.9. As a reaction SMILES: [CH3:21][C:22](=[O:23])[OH:24].[Cl:18][O-:19].[F:1][C:2]([c:3]1[cH:4][cH:5][c:6]([OH:9])[cH:7][n:8]1)([F:10])[F:11].[Na+:12].[Na+:13].[Na+:20].[O-:14][C:15](=[O:16])[O-:17].[OH2:25]>>[F:1][C:2]([c:3]1[cH:4][cH:5][c:6]([OH:9])[c:7]([Cl:18])[n:8]1)([F:10])[F:11]. Yields the product Oc1ccc(C(F)(F)F)nc1Cl. Starting materials: CC(=O)O, [O-]Cl, Oc1ccc(C(F)(F)F)nc1, [Na+], [Na+], [Na+], O=C([O-])[O-], O. Yields the product N#CC1CC(F)CN1C(=O)CN(C(=O)OCc1ccccc1)C12CCC(C(=O)N3CCC(F)(F)C3)(CC1)CC2. As a reaction SMILES: [CH2:1]([c:2]1[cH:3][cH:4][cH:5][cH:6][cH:7]1)[O:8][C:9](=[O:10])[N:11]([C:12]12[CH2:13][CH2:14][C:15]([C:20](=[O:21])[O:22][n:23]3[c:24]4[cH:25][cH:26][cH:27][cH:28][c:29]4[n:30][n:31]3)([CH2:16][CH2:17]1)[CH2:18][CH2:19]2)[CH2:32][C:33](=[O:34])[N:35]1[CH:36]([C:41]#[N:42])[CH2:37][CH:38]([F:40])[CH2:39]1.[ClH:43].[F:44][C:45]1([F:50])[CH2:46][NH:47][CH2:48][CH2:49]1>>[CH2:1]([c:2]1[cH:3][cH:4][cH:5][cH:6][cH:7]1)[O:8][C:9](=[O:10])[N:11]([C:12]12[CH2:13][CH2:14][C:15]([C:20](=[O:21])[N:47]3[CH2:46][C:45]([F:44])([F:50])[CH2:49][CH2:48]3)([CH2:16][CH2:17]1)[CH2:18][CH2:19]2)[CH2:32][C:33](=[O:34])[N:35]1[CH:36]([C:41]#[N:42])[CH2:37][CH:38]([F:40])[CH2:39]1. The reactants are N#CC1CC(F)CN1C(=O)CN(C(=O)OCc1ccccc1)C12CCC(C(=O)On3nnc4ccccc43)(CC1)CC2, Cl, FC1(F)CCNC1.